This data is from the Open Reaction Database (ORD), a public repository of structured organic reaction records. The task is: describe an organic reaction: reactants, conditions, products, and yield Reactants: COc1cc2c(Nc3ccc(NC(=O)OC(C)(C)C)cc3)ncnc2cc1OCCCN1CCOCC1, ClCCl, Cl, Cl, O=C(O)C(F)(F)F. Product: COc1cc2c(Nc3ccc(N)cc3)ncnc2cc1OCCCN1CCOCC1. RXN SMILES: [C:10]([O:11][C:12]([CH3:13])([CH3:14])[CH3:15])(=[O:16])[NH:17][c:18]1[cH:19][cH:20][c:21]([NH:22][c:23]2[n:24][cH:25][n:26][c:27]3[cH:28][c:29]([O:35][CH2:36][CH2:37][CH2:38][N:39]4[CH2:40][CH2:41][O:42][CH2:43][CH2:44]4)[c:30]([O:33][CH3:34])[cH:31][c:32]23)[cH:45][cH:46]1.[Cl:47][CH2:48][Cl:49].[ClH:8].[ClH:9].[OH:1][C:2]([C:3]([F:4])([F:5])[F:6])=[O:7]>>[NH2:17][c:18]1[cH:19][cH:20][c:21]([NH:22][c:23]2[n:24][cH:25][n:26][c:27]3[cH:28][c:29]([O:35][CH2:36][CH2:37][CH2:38][N:39]4[CH2:40][CH2:41][O:42][CH2:43][CH2:44]4)[c:30]([O:33][CH3:34])[cH:31][c:32]23)[cH:45][cH:46]1. Starting materials: CCOC(=O)C=C(C)c1ccc(NC(C)=O)nc1, CCO, [H][H]. Product: CCOC(=O)CC(C)c1ccc(NC(C)=O)nc1. As a reaction SMILES: [C:1]([CH3:2])(=[O:3])[NH:4][c:5]1[cH:6][cH:7][c:8]([C:11](=[CH:12][C:13](=[O:14])[O:15][CH2:16][CH3:17])[CH3:18])[cH:9][n:10]1.[CH3:21][CH2:22][OH:23].[H:19][H:20]>>[C:1]([CH3:2])(=[O:3])[NH:4][c:5]1[cH:6][cH:7][c:8]([CH:11]([CH2:12][C:13](=[O:14])[O:15][CH2:16][CH3:17])[CH3:18])[cH:9][n:10]1.